From a dataset of the Open Reaction Database (ORD), a public repository of structured organic reaction records. describe an organic reaction: reactants, conditions, products, and yield The reactants are CS(=O)(=O)c1ccc2c(c1)ncn2C1CCN(Cc2ccccc2)CC1, CC(=O)O, CO, [H][H]. Product: CS(=O)(=O)c1ccc2c(c1)ncn2C1CCNCC1. RXN SMILES: [CH2:1]([c:2]1[cH:3][cH:4][cH:5][cH:6][cH:7]1)[N:8]1[CH2:9][CH2:10][CH:11]([n:14]2[cH:15][n:16][c:17]3[c:18]2[cH:19][cH:20][c:21]([S:23](=[O:24])(=[O:25])[CH3:26])[cH:22]3)[CH2:12][CH2:13]1.[CH3:27][C:28](=[O:29])[OH:30].[CH3:33][OH:34].[H:31][H:32]>>[NH:8]1[CH2:9][CH2:10][CH:11]([n:14]2[cH:15][n:16][c:17]3[c:18]2[cH:19][cH:20][c:21]([S:23](=[O:24])(=[O:25])[CH3:26])[cH:22]3)[CH2:12][CH2:13]1.